This data is from the Open Reaction Database (ORD), a public repository of structured organic reaction records. The task is: describe an organic reaction: reactants, conditions, products, and yield Starting materials: [H-].[Na+] (NaH), BrC=1C=C2C(=NC1)NN=C2 (5-bromo-1H-pyrazolo[3,4-b]pyridine), C[Si](CCOCCl)(C)C (2-(trimethylsilyl)ethoxymethyl chloride). Solvent: C(C)(=O)OCC (ethyl acetate), C1CCOC1 (THF). Conditions: time 8 hour. The product is BrC=1C=C2C(=NC1)N(N=C2)COCC[Si](C)(C)C (5-bromo-1-((2-(trimethylsilyl)ethoxy)methyl)-1H-pyrazolo[3,4-b]pyridine). The yield is 152.3%. As a reaction SMILES: [H-].[Na+].[Br:3][C:4]1[CH:5]=[C:6]2[CH:12]=[N:11][NH:10][C:7]2=[N:8][CH:9]=1.[CH3:13][Si:14]([CH3:21])([CH3:20])[CH2:15][CH2:16][O:17][CH2:18]Cl>C1COCC1.C(OCC)(=O)C>[Br:3][C:4]1[CH:5]=[C:6]2[CH:12]=[N:11][N:10]([CH2:18][O:17][CH2:16][CH2:15][Si:14]([CH3:21])([CH3:20])[CH3:13])[C:7]2=[N:8][CH:9]=1 |f:0.1|. Procedure details: NaH (0.082 g, 2.06 mmol, 60% suspension in mineral oil) was added portionwise to a cold (0° C.) solution of 5-bromo-1H-pyrazolo[3,4-b]pyridine (0.204 g, 1.03 mmol) in dry THF (10 mL). The reaction mixture was stirred at 0° C. for 10 minutes before 2-(trimethylsilyl)ethoxymethyl chloride (0.31 mL, 0.292 mmol) was added dropwise via a syringe. The reaction mixture was left at room temperature overnight. The reaction mixture was diluted with ethyl acetate (50 mL) and carefully quenched with water (... Starting materials: [BH4-], CC(=O)OC(C)C, CO, COCCOC, COc1cccc2c1CC(=O)O2, [Na+], O, O=S(=O)(O)O. The product is COc1cccc(O)c1CCO. As a reaction SMILES: [BH4-:1].[C:22]([O:23][CH:24]([CH3:25])[CH3:26])(=[O:27])[CH3:28].[CH3:20][OH:21].[CH3:29][O:30][CH2:31][CH2:32][O:33][CH3:34].[CH3:3][O:4][c:5]1[cH:6][cH:7][cH:8][c:9]2[c:10]1[CH2:11][C:12](=[O:14])[O:13]2.[Na+:2].[OH2:35].[S:15](=[O:16])(=[O:17])([OH:18])[OH:19]>>[CH3:3][O:4][c:5]1[cH:6][cH:7][cH:8][c:9]([OH:13])[c:10]1[CH2:11][CH2:12][OH:14]. Starting materials: C[O-], CO, Cc1cc([N+](=O)[O-])c(C)c2c(Cl)ccnc12, [Na+], O. Product: COc1ccnc2c(C)cc([N+](=O)[O-])c(C)c12. RXN SMILES: [CH3:17][O-:18].[CH3:21][OH:22].[Cl:1][c:2]1[cH:3][cH:4][n:5][c:6]2[c:7]([CH3:16])[cH:8][c:9]([N+:13](=[O:14])[O-:15])[c:10]([CH3:12])[c:11]12.[Na+:19].[OH2:20]>>[c:2]1([O:18][CH3:17])[cH:3][cH:4][n:5][c:6]2[c:7]([CH3:16])[cH:8][c:9]([N+:13](=[O:14])[O-:15])[c:10]([CH3:12])[c:11]12. Starting materials: C(C)(C)(C)C=1NC(=C(N1)N)C1=CC=C(C=C1)C (2-tert-Butyl-5-p-tolyl-1H-imidazol-4-ylamine), ClC(=O)OCC(Cl)(Cl)Cl (2,2,2-trichloroethyl chloroformate). The solvent is CCOC(=O)C (EtOAc), [OH-].[Na+] (NaOH), C1CCCCC1 (cyclohexane), CCOC(=O)C (EtOAc). Conditions: time 45 minute. The product is ClC(COC(NC=1N=C(NC1C1=CC=C(C=C1)C)C(C)(C)C)=O)(Cl)Cl ((2-tert-Butyl-5-p-tolyl-1H-imidazol-4-yl)-carbamic acid 2,2,2-trichloro-ethyl ester). Reaction SMILES: [C:1]([C:5]1[NH:6][C:7]([C:11]2[CH:16]=[CH:15][C:14]([CH3:17])=[CH:13][CH:12]=2)=[C:8]([NH2:10])[N:9]=1)([CH3:4])([CH3:3])[CH3:2].Cl[C:19]([O:21][CH2:22][C:23]([Cl:26])([Cl:25])[Cl:24])=[O:20]>CCOC(C)=O.[OH-].[Na+].C1CCCCC1>[Cl:24][C:23]([Cl:26])([Cl:25])[CH2:22][O:21][C:19](=[O:20])[NH:10][C:8]1[N:9]=[C:5]([C:1]([CH3:4])([CH3:3])[CH3:2])[NH:6][C:7]=1[C:11]1[CH:12]=[CH:13][C:14]([CH3:17])=[CH:15][CH:16]=1 |f:3.4|. Procedure: To a solution of Intermediate 51c (45.3 mg, 0.197 mmol) in EtOAc (1 mL) and aqueous NaOH (1 M, 0.49 mL) was added 2,2,2-trichloroethyl chloroformate (0.0326 mL, 0.237 mmol) and the resulting mixture stirred at RT for 45 min. The layers were separated and the aqueous extracted with EtOAc (2 mL). The combined organics were washed with brine (2 mL), dried (Na2SO4), filtered and concentrated in vacuo to leave an orange-red gum. FCC, using 0-50% EtOAc in cyclohexane, gave the title compound as a pale...